From a dataset of the Open Reaction Database (ORD), a public repository of structured organic reaction records. describe an organic reaction: reactants, conditions, products, and yield The reactants are C([O-])([O-])=O.[K+].[K+] (potassium carbonate), [I-].[K+] (potassium iodide), N1CCOCC1 (morpholine), ClCCSC1=C(C(=[N+](C=C1)[O-])C)C (4-(2-Chloroethylthio)-2,3-dimethylpyridine-N-oxide). Run in CN(C=O)C.C1(=CC=CC=C1)C (dimethylformamide toluene). Product: CC1=[N+](C=CC(=C1C)SCCN1CCOCC1)[O-] (2,3-dimethyl-4-(2-morpholinoethylthio)pyridine-N-oxide). RXN SMILES: Cl[CH2:2][CH2:3][S:4][C:5]1[CH:10]=[CH:9][N+:8]([O-:11])=[C:7]([CH3:12])[C:6]=1[CH3:13].C(=O)([O-])[O-].[K+].[K+].[I-].[K+].[NH:22]1[CH2:27][CH2:26][O:25][CH2:24][CH2:23]1>CN(C)C=O.C1(C)C=CC=CC=1>[CH3:12][C:7]1[C:6]([CH3:13])=[C:5]([S:4][CH2:3][CH2:2][N:22]2[CH2:27][CH2:26][O:25][CH2:24][CH2:23]2)[CH:10]=[CH:9][N+:8]=1[O-:11] |f:1.2.3,4.5,7.8|. Reported procedure: 4-(2-Chloroethylthio)-2,3-dimethylpyridine-N-oxide (6 g) was dissolved in a mixed solution of dimethylformamide-toluene (1:1) and thereto were added potassium carbonate (4.3 g), potassium iodide (4.4 g) and morpholine (1.9 ml). The mixture was reacted at 50-55° C. for 12 hours. After the completion of the reaction, inorganic matters were filtered off and the solvent was distilled away. Water was added to the residue and the mixture was extracted with chloroform. After drying over anhydrous magne...